Dataset: the Open Reaction Database (ORD), a public repository of structured organic reaction records. Task: describe an organic reaction: reactants, conditions, products, and yield Starting materials: C(C)(C)(C)OC(C(C)(C)SC=1SC=C(N1)CC(=O)O)=O ({2-[(2-tert-Butoxy-1,1-dimethyl-2-oxoethyl)thio]-1,3-thiazol-4-yl}acetic acid), NC1=NC=C(C=C1)Br (2-amino-5-bromopyridine), CN(CCCN=C=NCC)C (N-(3-dimethylaminopropyl)-N′-ethylcarbodiimide). The reagents and catalysts are CN(C1=CC=NC=C1)C (4-dimethylaminopyridine). Solvent: ClCCl (dichloromethane). Reaction conditions: time 6 hour. Product: C(C)(C)(C)OC(C(C)(C)SC=1SC=C(N1)CC(=O)NC1=NC=C(C=C1)Br)=O (2-[(4-{2-[(5-bromopyridin-2-yl)amino]-2-oxoethyl}-1,3-thiazol-2-yl)thio]-2-methylpropionic acid tert-butyl ester). Yield: 92.6%. As a reaction SMILES: [C:1]([O:5][C:6](=[O:20])[C:7]([S:10][C:11]1[S:12][CH:13]=[C:14]([CH2:16][C:17]([OH:19])=O)[N:15]=1)([CH3:9])[CH3:8])([CH3:4])([CH3:3])[CH3:2].[NH2:21][C:22]1[CH:27]=[CH:26][C:25]([Br:28])=[CH:24][N:23]=1.CN(C)CCCN=C=NCC>ClCCl.CN(C)C1C=CN=CC=1>[C:1]([O:5][C:6](=[O:20])[C:7]([S:10][C:11]1[S:12][CH:13]=[C:14]([CH2:16][C:17]([NH:21][C:22]2[CH:27]=[CH:26][C:25]([Br:28])=[CH:24][N:23]=2)=[O:19])[N:15]=1)([CH3:8])[CH3:9])([CH3:2])([CH3:3])[CH3:4]. Procedure: {2-[(2-tert-Butoxy-1,1-dimethyl-2-oxoethyl)thio]-1,3-thiazol-4-yl}acetic acid (16 g) obtained in Example 3 and 2-amino-5-bromopyridine (8.7 g) were dissolved in dichloromethane (100 mL), N-(3-dimethylaminopropyl)-N′-ethylcarbodiimide (EDC) hydrochloride (14.5 g) and 4-dimethylaminopyridine (DMAP) (9.2 g) was successively added, and the mixture was stirred at room temperature for 6 hr. The reaction mixture was concentrated under reduced pressure, and the residue was purified by silica gel chromat... Reactants: FC(S(=O)(=O)OC1=CC=2C3=C(C=NC2C=C1OC)N(C(N3C3=C(C=C(C=C3)C#N)F)=O)C)(F)F (1-(4-Cyano-2-fluorophenyl)-7-methoxy-3-methyl-2-oxo-2,3-dihydro-1H-imidazo[4,5-c]quinolin-8-yl trifluoromethanesulfonate), CC1(OB(OC1(C)C)C=1C=NC2=CC=CC=C2C1)C (3-(4,4,5,5-tetramethyl-1,3,2-dioxaborolan-2-yl)quinoline), P(=O)([O-])([O-])[O-].[K+].[K+].[K+] (tripotassium phosphate), trans-bis(tricyclohexylphosphine)palladium(II) dichloride. The solvent is O=O (oxygen). Reaction conditions: temperature 130 celsius, time 30 minute. The product is FC=1C=C(C#N)C=CC1N1C(N(C=2C=NC=3C=C(C(=CC3C21)C=2C=NC1=CC=CC=C1C2)OC)C)=O (3-fluoro-4-(7-methoxy-3-methyl-2-oxo-8-quinolin-3-yl-2,3-dihydroimidazo[4,5-c]quinolin-1-yl)benzonitrile). Yield: 54.1%. As a reaction SMILES: FC(F)(F)S(O[C:7]1[C:16]([O:17][CH3:18])=[CH:15][C:14]2[N:13]=[CH:12][C:11]3[N:19]([CH3:32])[C:20](=[O:31])[N:21]([C:22]4[CH:27]=[CH:26][C:25]([C:28]#[N:29])=[CH:24][C:23]=4[F:30])[C:10]=3[C:9]=2[CH:8]=1)(=O)=O.CC1(C)C(C)(C)OB([C:43]2[CH:44]=[N:45][C:46]3[C:51]([CH:52]=2)=[CH:50][CH:49]=[CH:48][CH:47]=3)O1.P([O-])([O-])([O-])=O.[K+].[K+].[K+]>O=O>[F:30][C:23]1[CH:24]=[C:25]([CH:26]=[CH:27][C:22]=1[N:21]1[C:10]2[C:9]3[CH:8]=[C:7]([C:43]4[CH:44]=[N:45][C:46]5[C:51]([CH:52]=4)=[CH:50][CH:49]=[CH:48][CH:47]=5)[C:16]([O:17][CH3:18])=[CH:15][C:14]=3[N:13]=[CH:12][C:11]=2[N:19]([CH3:32])[C:20]1=[O:31])[C:28]#[N:29] |f:2.3.4.5|. Procedure: 1-(4-Cyano-2-fluorophenyl)-7-methoxy-3-methyl-2-oxo-2,3-dihydro-1H-imidazo[4,5-c]quinolin-8-yl trifluoromethanesulfonate (79 mg, 159 μmol), 3-(4,4,5,5-tetramethyl-1,3,2-dioxaborolan-2-yl)quinoline (325 mg, 1.27 mmol), tripotassium phosphate (70 mg, 319 μmol) and trans-bis(tricyclohexylphosphine)palladium(II) dichloride (35 mg, 48 μmol) were dissolved in oxygen-free N,N-dimethylformamide (4.7 ml). The reaction mixture was subsequently heated at 130° C. for 90 min (microwave). The mixture was then... Reactants: COC1=CC=C2C=CC=C(C2=C1)NC(=O)NN(C)C (N-(7-methoxy-1-naphthalenyl)-2,2-dimethylhydrazinecarboxamide), C(C)(=O)OCC (ethyl acetate), ClC(Cl)(OC(OC(Cl)(Cl)Cl)=O)Cl (triphosgene), C(C)(=O)OCC (ethyl acetate), C([O-])(O)=O.[Na+] (sodium bicarbonate). Run at time 40 minute. Yields the product ClC=1N(C(N(N1)C)=O)C1=CC=CC2=CC=C(C=C12)OC (5-chloro-2,4-dihydro-4-(7-methoxy-1-naphthalenyl)-2-methyl-3H-1,2,4-triazol-3-one). RXN SMILES: Cl[C:2]([Cl:12])(OC(=O)OC(Cl)(Cl)Cl)Cl.CO[C:15]1[CH:24]=[C:23]2[C:18]([CH:19]=[CH:20][CH:21]=[C:22]2[NH:25][C:26]([NH:28][N:29](C)C)=[O:27])=[CH:17][CH:16]=1.[C:32](=[O:35])(O)[O-].[Na+].[C:37](OCC)(=O)C>>[Cl:12][C:2]1[N:25]([C:22]2[C:23]3[C:18](=[CH:17][CH:16]=[C:15]([O:35][CH3:32])[CH:24]=3)[CH:19]=[CH:20][CH:21]=2)[C:26](=[O:27])[N:28]([CH3:37])[N:29]=1 |f:2.3|. Reported procedure: A solution of triphosgene (16.7 g) in ethyl acetate (130 mL) was heated to reflux and a suspension of the title compound of Step D (4.9 g) in ethyl acetate was added via cannula and the aid of a mechanical pump over a period of 40 min. The temperature was held at approximately 75° C. during the addition. After the addition was complete, the reaction mixture was heated at reflux for 2 h, cooled to room temperature and stirred overnight at room temperature. The reaction mixture was poured into a s...